This data is from the Open Reaction Database (ORD), a public repository of structured organic reaction records. The task is: describe an organic reaction: reactants, conditions, products, and yield The reactants are C(C)N(C1=CC(=C(C=C1)C1(OC(=O)C2=CC=CN=C12)C1=C(N(C2=CC=CC=C12)CCCCCCCC)C)OCC)CC (3-(4-diethylamino-2-ethoxyphenyl)-3-(1-octyl-2-methylindol-3-yl)-4-azaphthalide), 3,6-bis(diethylamino)fluoran-γ-(4′-nitro)anilinolactam, 3,6-bis(diethylamino)fluoran-γ-(3′-nitro)anilinolactam, bis[2,2,2′,2′-tetrakis(p-dimethylaminophenyl)ethenyl]-methylmalonic acid dimethyl ester, 1,1-bis[2′,2′,2″,2″-tetrakis(p-dimethylaminophenyl)ethenyl]-2,2-diacetylethane, C1(CCCCC1)CCNC1=CC(=C(C=C1)C1(OC(=O)C2=CC=CN=C12)C1=C(N(C2=CC=CC=C12)CC)C)OC (3-(4-cyclohexylethylamino-2-methoxyphenyl)-3-(1-ethyl-2-methylindol-3-yl)-4-azaphthalide), C(C)N1C(=C(C2=CC=CC=C12)C1(OC(=O)C2=CC=CC=C12)C1=C(N(C2=CC=CC=C12)CC)C)C (3,3-bis(1-ethyl-2-methylindol-3-yl)phthalide), 1,1-bis[2′,2′,2″,2″-tetrakis(p-dimethylaminophenyl)-ethenyl]-2-β-naphthoylethane. Yields the product C(C)N(C1=CC(=C(C=C1)C1(OC(=O)C2=CC=CN=C12)C1=C(N(C2=CC=CC=C12)CC)C)OCC)CC (3-(4-diethylamino-2-ethoxyphenyl)-3-(1-ethyl-2-methylindol-3-yl)-4-azaphthalide). Reaction SMILES: [CH2:1]([N:3]([CH2:41][CH3:42])[C:4]1[CH:9]=[CH:8][C:7]([C:10]2([C:20]3[C:28]4[C:23](=[CH:24][CH:25]=[CH:26][CH:27]=4)[N:22]([CH2:29][CH2:30]CCCCCC)[C:21]=3[CH3:37])[C:19]3[C:14](=[CH:15][CH:16]=[CH:17][N:18]=3)[C:12](=[O:13])[O:11]2)=[C:6]([O:38][CH2:39][CH3:40])[CH:5]=1)[CH3:2].C1(CCNC2C=CC(C3(C4C5C(=CC=CC=5)N(CC)C=4C)C4C(=CC=CN=4)C(=O)O3)=C(OC)C=2)CCCCC1.C(N1C2C(=CC=CC=2)C(C2(C3C4C(=CC=CC=4)N(CC)C=3C)C3C(=CC=CC=3)C(=O)O2)=C1C)C>>[CH2:41]([N:3]([CH2:1][CH3:2])[C:4]1[CH:9]=[CH:8][C:7]([C:10]2([C:20]3[C:28]4[C:23](=[CH:24][CH:25]=[CH:26][CH:27]=4)[N:22]([CH2:29][CH3:30])[C:21]=3[CH3:37])[C:19]3[C:14](=[CH:15][CH:16]=[CH:17][N:18]=3)[C:12](=[O:13])[O:11]2)=[C:6]([O:38][CH2:39][CH3:40])[CH:5]=1)[CH3:42]. Procedure details: 3-(4-diethylamino-2-ethoxyphenyl)-3-(1-octyl-2-methylindol-3-yl)-4-azaphthalide; 3-(4-cyclohexylethylamino-2-methoxyphenyl)-3-(1-ethyl-2-methylindol-3-yl)-4-azaphthalide; 3,3-bis(1-ethyl-2-methylindol-3-yl)phthalide; 3,6-bis(diethylamino)fluoran-γ-(3′-nitro)anilinolactam; 3,6-bis(diethylamino)fluoran-γ-(4′-nitro)anilinolactam; 1,1-bis[2′,2′,2″,2″-tetrakis(p-dimethylaminophenyl)-ethenyl]-2,2-dinitrileethane; 1,1-bis[2′,2′,2″,2″-tetrakis(p-dimethylaminophenyl)-ethenyl]-2-β-naphthoylethane; 1,1-bis... Reactants: BrB(Br)Br, CO, ClCCl, COc1ccc(F)cc1C(C)(C)CC(O)(Cc1cc2cc(S(C)(=O)=O)ncc2[nH]1)C(F)(F)F. Yields the product CC(C)(CC(O)(Cc1cc2cc(S(C)(=O)=O)ncc2[nH]1)C(F)(F)F)c1cc(F)ccc1O. RXN SMILES: [B:34]([Br:35])([Br:36])[Br:37].[CH3:38][OH:39].[Cl:40][CH2:41][Cl:42].[F:1][C:2]([C:3]([CH2:4][C:5]([CH3:6])([CH3:7])[c:8]1[c:9]([O:15][CH3:16])[cH:10][cH:11][c:12]([F:14])[cH:13]1)([OH:17])[CH2:18][c:19]1[cH:20][c:21]2[c:22]([cH:23][n:24][c:25]([S:27](=[O:28])(=[O:29])[CH3:30])[cH:26]2)[nH:31]1)([F:32])[F:33]>>[F:1][C:2]([C:3]([CH2:4][C:5]([CH3:6])([CH3:7])[c:8]1[c:9]([OH:15])[cH:10][cH:11][c:12]([F:14])[cH:13]1)([OH:17])[CH2:18][c:19]1[cH:20][c:21]2[c:22]([cH:23][n:24][c:25]([S:27](=[O:28])(=[O:29])[CH3:30])[cH:26]2)[nH:31]1)([F:32])[F:33]. Starting materials: CN(C)CCC(O)(P(O)(O)=O)P(O)(O)=O ([3-(N,N-dimethylamino)-1-hydroxypropylidene]-bisphosphonic acid), [OH-].[Na+] (sodium hydroxide). Product: [Na+].CN(C)CCC(O)(P(O)(O)=O)P([O-])(O)=O ([3-(N,N-dimethylamino)-1-hydroxypropylidene]-bisphosphonic acid monosodium salt). As a reaction SMILES: [CH3:1][N:2]([CH2:4][CH2:5][C:6]([P:12](=[O:15])([OH:14])[OH:13])([P:8](=[O:11])([OH:10])[OH:9])[OH:7])[CH3:3].[OH-].[Na+:17]>>[Na+:17].[CH3:1][N:2]([CH2:4][CH2:5][C:6]([P:8](=[O:9])([OH:11])[O-:10])([P:12](=[O:13])([OH:14])[OH:15])[OH:7])[CH3:3] |f:1.2,3.4|. Procedure: Add with constant stirring 11,11 kg of (II) to 33.3 l sodium hydroxide (50,7 g/l). Filter if necessary, add 122 l of methanol and dry in an oven with forced air circulation until constant weight. 10.7 kg of (III) is obtained. Starting materials: N(=NC(=O)OCC)C(=O)OCC (diethyl azodicarboxylate), CC1=C(N=C(O1)C1=CC=CC=C1)CCC1=CC=C(C=C1)CO ([4-[2-(5-methyl-2-phenyl-4-oxazolyl)ethyl]phenyl]methanol), OC1=C(C=CC=C1)CC(=O)OC (methyl 2-(2-hydroxyphenyl)acetate), C1(=CC=CC=C1)P(C1=CC=CC=C1)C1=CC=CC=C1 (triphenylphosphine). Run in C(C)(=O)OCC (ethyl acetate), C1(=CC=CC=C1)C (toluene), O1CCCC1 (tetrahydrofuran). Reaction conditions: time 15 hour. The product is CC1=C(N=C(O1)C1=CC=CC=C1)CCC1=CC=C(COC2=C(C=CC=C2)CC(=O)OC)C=C1 (methyl 2-[2-[4-[2-(5-methyl-2-phenyl-4-oxazolyl)ethyl]benzyloxy]phenyl]acetate). Yield: 59.8%. RXN SMILES: [CH3:1][C:2]1[O:6][C:5]([C:7]2[CH:12]=[CH:11][CH:10]=[CH:9][CH:8]=2)=[N:4][C:3]=1[CH2:13][CH2:14][C:15]1[CH:20]=[CH:19][C:18]([CH2:21][OH:22])=[CH:17][CH:16]=1.O[C:24]1[CH:29]=[CH:28][CH:27]=[CH:26][C:25]=1[CH2:30][C:31]([O:33][CH3:34])=[O:32].C1(P(C2C=CC=CC=2)C2C=CC=CC=2)C=CC=CC=1.N(C(OCC)=O)=NC(OCC)=O>C1(C)C=CC=CC=1.C(OCC)(=O)C.O1CCCC1>[CH3:1][C:2]1[O:6][C:5]([C:7]2[CH:8]=[CH:9][CH:10]=[CH:11][CH:12]=2)=[N:4][C:3]=1[CH2:13][CH2:14][C:15]1[CH:16]=[CH:17][C:18]([CH2:21][O:22][C:24]2[CH:29]=[CH:28][CH:27]=[CH:26][C:25]=2[CH2:30][C:31]([O:33][CH3:34])=[O:32])=[CH:19][CH:20]=1. Procedure: To a mixture of [4-[2-(5-methyl-2-phenyl-4-oxazolyl)ethyl]phenyl]methanol (0.60 g), methyl 2-(2-hydroxyphenyl)acetate (0.35 g), triphenylphosphine (0.79 g) and tetrahydrofuran (50 mL) was dropwise added a solution (40%, 1.39 g) of diethyl azodicarboxylate in toluene at room temperature, and the mixture was stirred for 15 hrs. To the reaction mixture was added ethyl acetate, the mixture was washed successively with water, a 2N aqueous sodium hydroxide solution and saturated brine, dried over anhy... Reactants: [I-].[K+] (potassium iodide), NC1=CC(=C(C(=O)OC)C(=C1)Cl)Cl (Methyl 4-amino-2,6-dichlorobenzoate), Cl (hydrochloric acid), N(=O)[O-].[Na+] (sodium nitrite). The solvent is O (water), O (water), C(C)(=O)OCC (ethyl acetate). Reaction conditions: temperature -5 celsius, time 30 minute. Product: ClC1=C(C(=O)OC)C(=CC(=C1)I)Cl (methyl 2,6-dichloro-4-iodobenzoate). Yield: 302.2%. As a reaction SMILES: N[C:2]1[CH:11]=[C:10]([Cl:12])[C:5]([C:6]([O:8][CH3:9])=[O:7])=[C:4]([Cl:13])[CH:3]=1.Cl.N([O-])=O.[Na+].[I-:19].[K+]>O.C(OCC)(=O)C>[Cl:12][C:10]1[CH:11]=[C:2]([I:19])[CH:3]=[C:4]([Cl:13])[C:5]=1[C:6]([O:8][CH3:9])=[O:7] |f:2.3,4.5|. Procedure: Methyl 4-amino-2,6-dichlorobenzoate (104 g, 0.14 mol) was added to concentrated hydrochloric acid (884 mL) and the mixture was cooled (−5° C.). A solution of sodium nitrite (55.2 g, 0.8 mol) in water (312 mL) was added dropwise with vigorous stirring, maintaining the reaction temperature in a range of −5° C. and 0° C. After 30 min, the mixture was filtered and the filtrate was added to a cooled (0° C.) and mechanically stirred solution of potassium iodide (352.3 g, 2.12 mol) in water (200 mL). T... Starting materials: O=C1C2C3(C=CC(C(C3(CC1)O)(C)C)C2)C (1,2,3,4,4a,5,6,8a-octahydro-2-oxo-4a-hydroxy-5,5,8a-trimethyl-1,6-methanonaphthalene). Reagents/catalysts: O=[Pt]=O (PtO2). Solvent: C(C)O (ethanol). The product is O=C1C2C3(CCC(C(C3(CC1)O)(C)C)C2)C (1,2,3,4,4a,5,6,7,8,8a-decahydro-2-oxo-4a-hydroxy-5,5,8a-trimethyl-1,6-methanonaphthalene). The yield is 92.3%. As a reaction SMILES: [O:1]=[C:2]1[CH2:11][CH2:10][C:9]2([OH:12])[C:4]3([CH3:16])[CH:5]=[CH:6][CH:7]([CH2:15][CH:3]13)[C:8]2([CH3:14])[CH3:13]>C(O)C.O=[Pt]=O>[O:1]=[C:2]1[CH2:11][CH2:10][C:9]2([OH:12])[C:4]3([CH3:16])[CH2:5][CH2:6][CH:7]([CH2:15][CH:3]13)[C:8]2([CH3:13])[CH3:14]. Procedure details: 22 mg of 1,2,3,4,4a,5,6,8a-octahydro-2-oxo-4a-hydroxy-5,5,8a-trimethyl-1,6-methanonaphthalene in 4 ml of ethanol is stirred in the presence of 6 mg of PtO2 for 12 hours under a H2 atmosphere (1 atm, 25° C.). The reaction mixture, filtered through Celite and evaporated, gave, after chromatography and sublimation, 20.5 mg of 1,2,3,4,4a,5,6,7,8,8a-decahydro-2-oxo-4a-hydroxy-5,5,8a-trimethyl-1,6-methanonaphthalene (m.p. 120°-123° C., 92% yield). Starting materials: Cn1nc([N+](=O)[O-])cc1CBr, C1CNC1, ClCCl, CCN(C(C)C)C(C)C. Product: Cn1nc([N+](=O)[O-])cc1CN1CCC1. As a reaction SMILES: [Br:1][CH2:2][c:3]1[cH:4][c:5]([N+:9](=[O:10])[O-:11])[n:6][n:7]1[CH3:8].[CH2:12]1[CH2:13][NH:14][CH2:15]1.[CH2:25]([Cl:26])[Cl:27].[CH:16]([N:17]([CH:18]([CH3:19])[CH3:20])[CH2:21][CH3:22])([CH3:23])[CH3:24]>>[CH2:2]([c:3]1[cH:4][c:5]([N+:9](=[O:10])[O-:11])[n:6][n:7]1[CH3:8])[N:14]1[CH2:13][CH2:12][CH2:15]1. Starting materials: OCCN1CCN(CC1)C=1N(C2=CC=CC=C2C1C=O)C1=CC=CC=C1 (2-[4-(2-Hydroxyethyl)piperazin-1-yl]-1-phenyl-1H-indole-3-carboxaldehyde), P(=O)(OCC)(OCC)Cl (diethyl chlorophosphate). Yields the product C(=O)C1=C(N(C2=CC=CC=C12)C1=CC=CC=C1)N1CCN(CC1)CCOP(OCC)(OCC)=O (phosphoric acid diethyl ester 2-[4-(3-formyl-1-phenyl-1H-indol-2-yl)piperazin-1-yl]ethyl ester). The yield is 71.0%. RXN SMILES: [OH:1][CH2:2][CH2:3][N:4]1[CH2:9][CH2:8][N:7]([C:10]2[N:11]([C:21]3[CH:26]=[CH:25][CH:24]=[CH:23][CH:22]=3)[C:12]3[C:17]([C:18]=2[CH:19]=[O:20])=[CH:16][CH:15]=[CH:14][CH:13]=3)[CH2:6][CH2:5]1.[P:27](Cl)([O:32][CH2:33][CH3:34])([O:29][CH2:30][CH3:31])=[O:28]>>[CH:19]([C:18]1[C:17]2[C:12](=[CH:13][CH:14]=[CH:15][CH:16]=2)[N:11]([C:21]2[CH:26]=[CH:25][CH:24]=[CH:23][CH:22]=2)[C:10]=1[N:7]1[CH2:6][CH2:5][N:4]([CH2:3][CH2:2][O:1][P:27](=[O:28])([O:32][CH2:33][CH3:34])[O:29][CH2:30][CH3:31])[CH2:9][CH2:8]1)=[O:20]. Procedure details: 2-[4-(2-Hydroxyethyl)piperazin-1-yl]-1-phenyl-1H-indole-3-carboxaldehyde is reacted with diethyl chlorophosphate as described in Step 1 of Example 31 to afford phosphoric acid diethyl ester 2-[4-(3-formyl-1-phenyl-1H-indol-2-yl)piperazin-1-yl]ethyl ester (71% yield) as a yellow solid. ESI/MS 486 (M+H); RT 2.94 min; NMR 10.15 (1H, s); 8.13 (1H, d, J=9 Hz); 7.68 (5H, m); 7.20 (2H, m); 6.91 (1H, d, J=6 Hz), 4.04 (6H, m); 3.28 (6H, m); 2.49 (4H, br s); 1.23 (6H, t).